From a dataset of the Open Reaction Database (ORD), a public repository of structured organic reaction records. describe an organic reaction: reactants, conditions, products, and yield The reactants are IC1=CN=C2N1C=CC(=C2)C(=O)NN (3-Iodo-imidazo[1,2-a]pyridine-7-carboxylic acid hydrazide), FCC(=O)O (fluoroacetic acid), C(CCl)Cl (EDC). The reagents and catalysts are CN(C)C=1C=CN=CC1 (DMAP). Solvent: C(Cl)Cl (CH2Cl2). Run at time 15 minute. Yields the product FCC(=O)NNC(=O)C1=CC(N(C=C1)C(=C)I)=N (2-Imino-1(1-iodo-vinyl)-1,2-dihydro-pyridine-4-carboxylic acid N′-(2-fluoro-acetyl)-hydrazide). As a reaction SMILES: [F:1][CH2:2][C:3]([OH:5])=O.C(Cl)CCl.[I:10][C:11]1[N:15]2[CH:16]=[CH:17][C:18]([C:20]([NH:22][NH2:23])=[O:21])=[CH:19][C:14]2=[N:13][CH:12]=1>C(Cl)Cl.CN(C1C=CN=CC=1)C>[F:1][CH2:2][C:3]([NH:23][NH:22][C:20]([C:18]1[CH:17]=[CH:16][N:15]([C:11]([I:10])=[CH2:12])[C:14](=[NH:13])[CH:19]=1)=[O:21])=[O:5]. Procedure details: To a solution of fluoroacetic acid (52 mg, 0.66 mmol) in CH2Cl2 (5 ml) was added EDC (127 mg, 0.66 mmol) and DMAP (5 mg, catalytic) and the reaction mixture stirred at room temperature for 15 min. 3-Iodo-imidazo[1,2-a]pyridine-7-carboxylic acid hydrazide (prepared as described in Example 329 steps a-c) (100 mg, 0.33 mmol) was added and the reaction mixture stirred at room temperature for 18 h. The reaction mixture was filtered, the precipitate washed with Et2O and dried to afford a crude product... Starting materials: C(C)OC(=O)[C@H](CCC1CCCCC1)N[C@H]1COC2=C(N(C1=O)CC(=O)OC(C)(C)C)C=CC=C2 (tert-butyl 3(S)-[1(S)-ethoxycarbonyl-3-cyclohexylpropyl]amino-4-oxo-2,3,4,5-tetrahydro-1,5-benzoxazepine-5-acetate), [OH-].[Na+] (sodium hydroxide). Solvent: O (water), C(C)O (ethanol). Reaction conditions: time 3 hour. Product: C(=O)(O)[C@H](CCC1CCCCC1)N[C@H]1COC2=C(N(C1=O)CC(=O)OC(C)(C)C)C=CC=C2 (tert-butyl 3(S)-[1(S)-carboxy-3-cyclohexylpropyl]amino-4-oxo-2,3,4,5-tetrahydro-1,5-benzoxazepine-5-acetate). The yield is 84.9%. Reaction SMILES: C([O:3][C:4]([C@@H:6]([NH:15][C@@H:16]1[C:22](=[O:23])[N:21]([CH2:24][C:25]([O:27][C:28]([CH3:31])([CH3:30])[CH3:29])=[O:26])[C:20]2[CH:32]=[CH:33][CH:34]=[CH:35][C:19]=2[O:18][CH2:17]1)[CH2:7][CH2:8][CH:9]1[CH2:14][CH2:13][CH2:12][CH2:11][CH2:10]1)=[O:5])C.[OH-].[Na+]>C(O)C.O>[C:4]([C@@H:6]([NH:15][C@@H:16]1[C:22](=[O:23])[N:21]([CH2:24][C:25]([O:27][C:28]([CH3:29])([CH3:30])[CH3:31])=[O:26])[C:20]2[CH:32]=[CH:33][CH:34]=[CH:35][C:19]=2[O:18][CH2:17]1)[CH2:7][CH2:8][CH:9]1[CH2:14][CH2:13][CH2:12][CH2:11][CH2:10]1)([OH:5])=[O:3] |f:1.2|. Reported procedure: In 10 ml of ethanol is dissolved 1.5 g of tert-butyl 3(S)-[1(S)-ethoxycarbonyl-3-cyclohexylpropyl]amino-4-oxo-2,3,4,5-tetrahydro-1,5-benzoxazepine-5-acetate obtained in Example 49, and 1N sodium hydroxide solution is added dropwise over a period of 15 minutes. After stirring for 3 hours, the solution is diluted with water (200 ml) and extracted with ethyl ether (100 ml). The aqueous layer is acidified slightly with 1N hydrochloric acid to deposit crystals. This product is collected by filtration...